From a dataset of the Open Reaction Database (ORD), a public repository of structured organic reaction records. describe an organic reaction: reactants, conditions, products, and yield Starting materials: C(CC)[Mg]Cl (Propylmagnesium chloride), CON(C(=O)C1=CC(=CC=2N1N=C(N2)NC(=O)NCC)C=2C=NC=CC2)C (2-(3-ethyl-ureido)-7-pyridin-3-yl-[1,2,4]triazolo[1,5-a]pyridine-5-carboxylic acid methoxy-methyl-amide). Solvent: O1CCCC1 (tetrahydrofuran), O1CCCC1 (tetrahydrofuran), [NH4+].[Cl-] (NH4Cl). Yields the product C(CCC)(=O)C1=CC(=CC=2N1N=C(N2)NC(=O)NCC)C=2C=NC=CC2 (1-(5-butyryl-7-pyridin-3-yl-[1,2,4]triazolo[1,5-a]pyridine-2-yl)-3-ethyl-urea). Reaction SMILES: [CH2:1]([Mg]Cl)[CH2:2][CH3:3].CON(C)[C:9]([C:11]1[N:16]2[N:17]=[C:18]([NH:20][C:21]([NH:23][CH2:24][CH3:25])=[O:22])[N:19]=[C:15]2[CH:14]=[C:13]([C:26]2[CH:27]=[N:28][CH:29]=[CH:30][CH:31]=2)[CH:12]=1)=[O:10]>O1CCCC1.[NH4+].[Cl-]>[C:9]([C:11]1[N:16]2[N:17]=[C:18]([NH:20][C:21]([NH:23][CH2:24][CH3:25])=[O:22])[N:19]=[C:15]2[CH:14]=[C:13]([C:26]2[CH:27]=[N:28][CH:29]=[CH:30][CH:31]=2)[CH:12]=1)(=[O:10])[CH2:1][CH2:2][CH3:3] |f:3.4|. Reported procedure: Propylmagnesium chloride (1.00 mL) was cooled to 0° C. then charged with 2-(3-ethyl-ureido)-7-pyridin-3-yl-[1,2,4]triazolo[1,5-a]pyridine-5-carboxylic acid methoxy-methyl-amide (252 mg, 0.682 mmol) in tetrahydrofuran (4.00 mL). After 24 h the reaction was diluted with tetrahydrofuran and neutralized with NH4Cl. The organic was dried over magnesium sulfate and concentrated leaving a solid. The crude was recrystallized (ethyl acetate) to afford the final product 1-(5-butyryl-7-pyridin-3-yl-[1,2,4]... The reactants are C(C)(C)N(CC)C(C)C (diisopropylethylamine), CN(C)C(=[N+](C)C)ON1C2=C(C=CC=C2)N=N1.[B-](F)(F)(F)F (TBTU), C(C)(C)(C)NC(=O)C1(CCNCC1)C1CCCCC1 (4-tert-butylcarbamoyl-4-cyclohexylpiperidine), N1C=NC(=C1)CCNC(NC(C(=O)O)CC1=CC=C(C=C1)OC)=O (2-{3-[2-(1H-imidazol-4-yl)ethyl]ureido}-3-(4-methoxy-phenyl)propanoic acid). Run in CN(C=O)C (dimethylformamide), ClCCl (dichloromethane). Run at time 3 hour. Product: C(C)(C)(C)NC(=O)C1(CCN(CC1)C(C(CC1=CC=C(C=C1)OC)NC(=O)NCCC=1N=CNC1)=O)C1CCCCC1 (4-tert-butylcarbamoyl 4-cyclohexyl-1-[2-{3-[2-(1H-imidazol-4-yl)ethyl]ureido}-3-(4-methoxyphenyl)propionyl]-piperidine). Isolated yield 11.1%. RXN SMILES: [NH:1]1[CH:5]=[C:4]([CH2:6][CH2:7][NH:8][C:9](=[O:24])[NH:10][CH:11]([CH2:15][C:16]2[CH:21]=[CH:20][C:19]([O:22][CH3:23])=[CH:18][CH:17]=2)[C:12]([OH:14])=O)[N:3]=[CH:2]1.C(N(C(C)C)CC)(C)C.CN(C(ON1N=NC2C=CC=CC1=2)=[N+](C)C)C.[B-](F)(F)(F)F.[C:56]([NH:60][C:61]([C:63]1([CH:69]2[CH2:74][CH2:73][CH2:72][CH2:71][CH2:70]2)[CH2:68][CH2:67][NH:66][CH2:65][CH2:64]1)=[O:62])([CH3:59])([CH3:58])[CH3:57]>ClCCl.CN(C)C=O>[C:56]([NH:60][C:61]([C:63]1([CH:69]2[CH2:74][CH2:73][CH2:72][CH2:71][CH2:70]2)[CH2:64][CH2:65][N:66]([C:12](=[O:14])[CH:11]([NH:10][C:9]([NH:8][CH2:7][CH2:6][C:4]2[N:3]=[CH:2][NH:1][CH:5]=2)=[O:24])[CH2:15][C:16]2[CH:21]=[CH:20][C:19]([O:22][CH3:23])=[CH:18][CH:17]=2)[CH2:67][CH2:68]1)=[O:62])([CH3:59])([CH3:57])[CH3:58] |f:2.3|. Reported procedure: To 150 mg (0.45 mmol) of 2-{3-[2-(1H-imidazol-4-yl)ethyl]ureido}-3-(4-methoxy-phenyl)propanoic acid dissolved in 3 ml of dichloromethane and 0.5 ml of dimethylformamide are added 0.16 ml (0.90 mmol) of diisopropylethylamine, 161 mg (0.50 mmol) of TBTU and 133 mg (0.50 mmol) of 4-tert-butylcarbamoyl-4-cyclohexylpiperidine. After 3 hours, the solution is washed with 1N sodium hydroxide solution and the organic products are extracted with dichloromethane. The organic phase is dried over magnesium s... Starting materials: CC1NCCC2=CC=CC=C12 (1-methyl-1,2,3,4-tetrahydroisoquinoline), ClCC(=O)Cl (2-chloroacetyl chloride). Run in C1(=CC=CC=C1)C (toluene). Product: ClCC(=O)N1C(C2=CC=CC=C2CC1)C (2-(2-Chloroacetyl)-1-methyl-1,2,3,4-tetrahydroisoquinoline). Reaction SMILES: [CH3:1][CH:2]1[C:11]2[C:6](=[CH:7][CH:8]=[CH:9][CH:10]=2)[CH2:5][CH2:4][NH:3]1.[Cl:12][CH2:13][C:14](Cl)=[O:15]>C1(C)C=CC=CC=1>[Cl:12][CH2:13][C:14]([N:3]1[CH2:4][CH2:5][C:6]2[C:11](=[CH:10][CH:9]=[CH:8][CH:7]=2)[CH:2]1[CH3:1])=[O:15]. Reported procedure: A reaction vessel was charged with 50 ml toluene and 2 g 1-methyl-1,2,3,4-tetrahydroisoquinoline (prepared by procedure of Example 1,--Method A). Then, 2 ml 2-chloroacetyl chloride was added gradually to the mixture. The reaction mixture was stirred and heated until a homogeneous solution appeared. The mixture was filtered, stripped of solvent, and subjected to Kugelrohr distillation 130° C. @ 0.2 mm Hg) to provide 2.7 g of an amber oil product having the elemental analysis reported in Table I. Reactants: C1(CC1)C1=CC(=NN1)NC1=NC(=NC=C1N)C1=CC=CC=C1 (N-(5-cyclopropyl-1H-pyrazol-3-yl)-2-phenylpyrimidine-4,5-diamine), CC(=O)OC(=O)C (Ac2O). Reaction conditions: time 3 hour. Product: C1(CC1)C1=CC(=NN1)NC1=NC(=NC=C1NC(C)=O)C1=CC=CC=C1 (N-(4-(5-cyclopropyl-1H-pyrazol-3-ylamino)-2-phenylpyrimidin-5-yl)acetamide). Reaction SMILES: [CH:1]1([C:4]2[NH:8][N:7]=[C:6]([NH:9][C:10]3[C:15]([NH2:16])=[CH:14][N:13]=[C:12]([C:17]4[CH:22]=[CH:21][CH:20]=[CH:19][CH:18]=4)[N:11]=3)[CH:5]=2)[CH2:3][CH2:2]1.[CH3:23][C:24](OC(C)=O)=[O:25]>>[CH:1]1([C:4]2[NH:8][N:7]=[C:6]([NH:9][C:10]3[C:15]([NH:16][C:24](=[O:25])[CH3:23])=[CH:14][N:13]=[C:12]([C:17]4[CH:22]=[CH:21][CH:20]=[CH:19][CH:18]=4)[N:11]=3)[CH:5]=2)[CH2:3][CH2:2]1. Reported procedure: A mixture of N-(5-cyclopropyl-1H-pyrazol-3-yl)-2-phenylpyrimidine-4,5-diamine (350 mg, 1.19 mmol, 1.0 eq) and Ac2O (12 mL) was stirred at rt for 3 h and concentrated. The residue was dissolved in MeOH (3 mL). Sat. aqueous NaOH was added dropwise until pH=12 and stirred for 10 minutes. The final mixture was concentrated and purified by silica gel chromatography (hexane/EtOAc=10:1 as eluent)) to obtain target product N-(4-(5-cyclopropyl-1H-pyrazol-3-ylamino)-2-phenylpyrimidin-5-yl)acetamide. Reagents/catalysts: [OH-].[OH-].[Pd+2] (Pearlman's catalyst), [OH-].[OH-].[Pd+2] (Palladium hydroxide on carbon), catalyst. Reported procedure: Palladium hydroxide on carbon, Pearlman's catalyst, (0.25 g) was added to a solution containing N,N-bis(phenylmethyl)-1-(2-methylpropyl)-1H-imidazo[4,5-c]quinolin-4-amine (0.4 g, 0.95 mmole, Example 4) in formic acid (20 mL). The reaction was heated at reflux for about 16 hours at which time more catalyst (0.2 g) was added and heating was continued until the reaction was complete as indicated by thin layer chromatography (silica gel; 5% methanol in methylene chloride). The reaction mixture was d... The solvent is CO (methanol), C(=O)O (formic acid), C(Cl)Cl (methylene chloride), O (water), C(Cl)Cl (methylene chloride), CO (methanol). RXN SMILES: C1(C[N:8](CC2C=CC=CC=2)[C:9]2[C:18]3[N:19]=[CH:20][N:21]([CH2:22][CH:23]([CH3:25])[CH3:24])[C:17]=3[C:16]3[CH:15]=[CH:14][CH:13]=[CH:12][C:11]=3[N:10]=2)C=CC=CC=1>[OH-].[OH-].[Pd+2].C(O)=O.C(Cl)Cl.O.CO>[CH3:24][CH:23]([CH3:25])[CH2:22][N:21]1[C:17]2[C:16]3[CH:15]=[CH:14][CH:13]=[CH:12][C:11]=3[N:10]=[C:9]([NH2:8])[C:18]=2[N:19]=[CH:20]1 |f:1.2.3|. Reactants: C1(=CC=CC=C1)CN(C1=NC=2C=CC=CC2C2=C1N=CN2CC(C)C)CC2=CC=CC=C2 (N,N-Bis(phenylmethyl)-1-(2-methylpropyl)-1H-imidazo[4,5-c]quinolin-4-amine). The product is CC(CN1C=NC=2C(=NC=3C=CC=CC3C21)N)C (1-(2-Methylpropyl)-1H-imidazo[4,5-c]quinolin-4-amine). Isolated yield 43.8%.